The task is: describe an organic reaction: reactants, conditions, products, and yield. This data is from the Open Reaction Database (ORD), a public repository of structured organic reaction records. The reactants are CCC(C)(C)C(C)=O, C#C, Cl, C1CCOC1. Product: C#CC(C)(O)C(C)(C)CC. As a reaction SMILES: [CH3:1][C:2](=[O:3])[C:4]([CH3:5])([CH3:6])[CH2:7][CH3:8].[CH:9]#[CH:10].[ClH:11].[O:12]1[CH2:13][CH2:14][CH2:15][CH2:16]1>>[CH3:1][C:2]([OH:3])([C:4]([CH3:5])([CH3:6])[CH2:7][CH3:8])[C:9]#[CH:10]. Starting materials: C(C1=CC=CC=C1)=O (benzaldehyde), [Cl-].FC=1C=CC(=C(C[P+](C2=CC=CC=C2)(C2=CC=CC=C2)C2=CC=CC=C2)C1)OCOC (5-fluoro-2-methoxymethoxybenzyl-triphenylphosphonium chloride), C1CCC2=NCCCN2CC1 (DBU). Reagents/catalysts: C1=CC=C(C=C1)P(C2=CC=CC=C2)C3=CC=CC=C3.C1=CC=C(C=C1)P(C2=CC=CC=C2)C3=CC=CC=C3.C1=CC=C(C=C1)P(C2=CC=CC=C2)C3=CC=CC=C3.[Cl-].[Rh] (tris-(triphenylphosphine)rhodium(I) chloride). Solvent: C(C)#N (acetonitrile), C1=CC=CC=C1 (benzene), C(C)O (ethanol). Conditions: temperature 60 celsius, time 8 hour. Yields the product FC1=CC(=C(C=C1)O)CCC1=CC=CC=C1 (4-Fluoro-2-(2-phenylethyl)phenol). The yield is 78.3%. As a reaction SMILES: [CH:1](=O)[C:2]1[CH:7]=[CH:6][CH:5]=[CH:4][CH:3]=1.[Cl-].[F:10][C:11]1[CH:12]=[CH:13][C:14]([O:37]COC)=[C:15]([CH:36]=1)[CH2:16][P+](C1C=CC=CC=1)(C1C=CC=CC=1)C1C=CC=CC=1.C1CCN2C(=NCCC2)CC1>C(#N)C.C1C=CC=CC=1.C(O)C.C1C=CC(P(C2C=CC=CC=2)C2C=CC=CC=2)=CC=1.C1C=CC(P(C2C=CC=CC=2)C2C=CC=CC=2)=CC=1.C1C=CC(P(C2C=CC=CC=2)C2C=CC=CC=2)=CC=1.[Cl-].[Rh]>[F:10][C:11]1[CH:12]=[CH:13][C:14]([OH:37])=[C:15]([CH2:16][CH2:1][C:2]2[CH:7]=[CH:6][CH:5]=[CH:4][CH:3]=2)[CH:36]=1 |f:1.2,7.8.9.10.11|. Procedure: 0.91 g of benzaldehyde, 4.00 g of 5-fluoro-2-methoxymethoxybenzyl-triphenylphosphonium chloride (prepared as described in Preparation 8) and 1.28 ml of DBU were allowed to react together in 40 ml of acetonitrile, subsequently treated, and purified by silica gel column chromatography, using a 10:1 by volume mixture of hexane and ethyl acetate as the eluent, in the same manner as described in Preparation 2, to give 2.04 g of an oily substance. 2.03 g of this oily substance were dissolved in 12 ml ... Reactants: 35.1, CC=1C=CC(=C(C1)NC(=O)N1CCN(CC1)C)N1CCC2=CC=CC=C12 (N-[5-methyl-2-(2,3-dihydro-1H-indol-1-yl)phenyl]-4-methyl-1-piperazinecarboxamide). The solvent is P(=O)(Cl)(Cl)Cl (phosphorus oxychloride). Product: CC1=CC2=C(N3C4=C(C(=N2)N2CCN(CC2)C)C=CC=C4CC3)C=C1 (9-methyl-6-(4-methyl-1-piperazinyl)-1,2-dihydrobenzo[b]pyrrolo[3,2,1-jk][1,4]-benzodiazepine). The yield is 41.0%. Reaction SMILES: [CH3:1][C:2]1[CH:3]=[CH:4][C:5]([N:18]2[C:26]3[C:21](=[CH:22][CH:23]=[CH:24][CH:25]=3)[CH2:20][CH2:19]2)=[C:6]([NH:8][C:9]([N:11]2[CH2:16][CH2:15][N:14]([CH3:17])[CH2:13][CH2:12]2)=O)[CH:7]=1>P(Cl)(Cl)(Cl)=O>[CH3:1][C:2]1[CH:3]=[CH:4][C:5]2[N:18]3[CH2:19][CH2:20][C:21]4[C:26]3=[C:25]([CH:24]=[CH:23][CH:22]=4)[C:9]([N:11]3[CH2:16][CH2:15][N:14]([CH3:17])[CH2:13][CH2:12]3)=[N:8][C:6]=2[CH:7]=1. Procedure details: A stirred mixture of 35.1 (0.10 mole) of N-[5-methyl-2-(2,3-dihydro-1H-indol-1-yl)phenyl]-4-methyl-1-piperazinecarboxamide of Example 5c in 500 ml of phosphorus oxychloride was refluxed for 6 hours under nitrogen, then cooled to room temperature. The excess phosphorus oxychloride was removed at aspirator pressure with gentle warming. The residue was chilled in an ice-bath (with exclusion of moisture), and then treated first with 250 ml of ice-cold 2N-NaOH, then with 500 ml of chloroform. The mix... Starting materials: C(CCCC)C1=CC=C(C=C1)C#C (4-Pentylphenylacetylene), C(C)(=O)OC1=CC=C(C=C1)I (4-acetoxyphenyl iodide), C1(=CC=CC=C1)C (toluene). The reagents and catalysts are Cl[Pd]([P](C1=CC=CC=C1)(C2=CC=CC=C2)C3=CC=CC=C3)([P](C4=CC=CC=C4)(C5=CC=CC=C5)C6=CC=CC=C6)Cl (Pd(PPh3)2Cl2), [Cu](I)I (copper iodide). Run in C(C)(C)NC(C)C (diisopropylamine). Conditions: time 5 minute. Product: C(CCCC)C1=CC=C(C=C1)C#CC1=CC=C(C=C1)O (4-(4′-Pentylphenyl)ethynyl phenol). As a reaction SMILES: [CH2:1]([C:6]1[CH:11]=[CH:10][C:9]([C:12]#[CH:13])=[CH:8][CH:7]=1)[CH2:2][CH2:3][CH2:4][CH3:5].C([O:17][C:18]1[CH:23]=[CH:22][C:21](I)=[CH:20][CH:19]=1)(=O)C.C1(C)C=CC=CC=1>C(NC(C)C)(C)C.Cl[Pd](Cl)([P](C1C=CC=CC=1)(C1C=CC=CC=1)C1C=CC=CC=1)[P](C1C=CC=CC=1)(C1C=CC=CC=1)C1C=CC=CC=1.[Cu](I)I>[CH2:1]([C:6]1[CH:7]=[CH:8][C:9]([C:12]#[C:13][C:21]2[CH:20]=[CH:19][C:18]([OH:17])=[CH:23][CH:22]=2)=[CH:10][CH:11]=1)[CH2:2][CH2:3][CH2:4][CH3:5] |^1:41,60|. Procedure: 4-Pentylphenylacetylene (10.5 g, 61.4 mmol), 4-acetoxyphenyl iodide (16.1 g, 61.4 mmol), a catalytic amount of Pd(PPh3)2Cl2 and a catalytic amount of copper iodide were stirred in diisopropylamine (100 ml) at 70° C. After 5 minutes, a precipitate was seen and the mixture became unstirrable, toluene (100 ml) was added. The mixture was stirred at room temperature for 24 hours and then evaporated to dryness on a rotary evaporator. The residue was redissolved in aqueous potassium hydroxide ethanolic...